Dataset: the Open Reaction Database (ORD), a public repository of structured organic reaction records. Task: describe an organic reaction: reactants, conditions, products, and yield Yields the product NN1N=CC2=C1N=C(C=C2C(=O)OCC)C2CC2 (Ethyl 1-amino-6-cyclopropyl-1H-pyrazolo[3,4-b]pyridine-4-carboxylate). As a reaction SMILES: [CH:1]1([C:4]2[CH:5]=[C:6]([C:13]([O:15][CH2:16][CH3:17])=[O:14])[C:7]3[CH:12]=[N:11][NH:10][C:8]=3[N:9]=2)[CH2:3][CH2:2]1.CC(C)([O-])C.[K+].[NH2:24]OC(C1C=CC(OC)=CC=1)=O.COC1C=CC(C(ON)=O)=CC=1>CN1CCCC1=O.CCOC(C)=O>[NH2:24][N:10]1[C:8]2[N:9]=[C:4]([CH:1]3[CH2:2][CH2:3]3)[CH:5]=[C:6]([C:13]([O:15][CH2:16][CH3:17])=[O:14])[C:7]=2[CH:12]=[N:11]1 |f:1.2,3.4|. Run in CCOC(=O)C (EtOAc), CN1C(CCC1)=O (N-Methyl-2-pyrrolidone). Reaction conditions: time 20 minute. The reactants are CC(C)([O-])C.[K+] (potassium tert-butoxide), C1(CC1)C=1C=C(C2=C(N1)NN=C2)C(=O)OCC (Ethyl 6-cyclopropyl-1H-pyrazolo[3,4-b]pyridine-4-carboxylate), NOC(=O)C1=CC=C(C=C1)OC.COC1=CC=C(C=C1)C(=O)ON (O-{[4-(methyloxy)phenyl]carbonyl}hydroxylamine 1-[(aminooxy)carbonyl]-4-(methyloxy)benzene). Reported procedure: Ethyl 6-cyclopropyl-1H-pyrazolo[3,4-b]pyridine-4-carboxylate (200 mg, 0.865 mmol) was dissolved in N-Methyl-2-pyrrolidone (NMP) (8 mL), followed by addition of potassium tert-butoxide (116 mg, 1.038 mmol). After 20 minutes stirring, O-{[4-(methyloxy)phenyl]carbonyl}hydroxylamine 1-[(aminooxy)carbonyl]-4-(methyloxy)benzene (289 mg, 1.730 mmol) was added and the mixture stirred at room temperature for 16 h. The contents were diluted with EtOAc, and then washed with brine, and saturated NaHCO3. The...